Dataset: the Open Reaction Database (ORD), a public repository of structured organic reaction records. Task: describe an organic reaction: reactants, conditions, products, and yield Reactants: CN(C)C=O, FC(F)(F)c1ccc(CBr)c(Cl)c1, N#CC(C#N)CCC(F)(F)F, [H-], [Na+]. As a reaction SMILES: [CH3:27][N:28]([CH3:29])[CH:30]=[O:31].[Cl:1][c:2]1[c:3]([CH2:4][Br:5])[cH:6][cH:7][c:8]([C:10]([F:11])([F:12])[F:13])[cH:9]1.[F:16][C:17]([CH2:18][CH2:19][CH:20]([C:21]#[N:22])[C:23]#[N:24])([F:25])[F:26].[H-:14].[Na+:15]>>[Cl:1][c:2]1[c:3]([CH2:4][C:20]([CH2:19][CH2:18][C:17]([F:16])([F:25])[F:26])([C:21]#[N:22])[C:23]#[N:24])[cH:6][cH:7][c:8]([C:10]([F:11])([F:12])[F:13])[cH:9]1. Product: N#CC(C#N)(CCC(F)(F)F)Cc1ccc(C(F)(F)F)cc1Cl. Starting materials: O=C1CCC(=O)N1Br, O=C(OOC(=O)c1ccccc1)c1ccccc1, ClC(Cl)(Cl)Cl, COc1cccc([N+](=O)[O-])c1C, O. Product: COc1cccc([N+](=O)[O-])c1CBr. RXN SMILES: [Br:1][N:2]1[C:3](=[O:4])[CH2:5][CH2:6][C:7]1=[O:8].[C:21]([O:22][O:23][C:24](=[O:25])[c:26]1[cH:27][cH:28][cH:29][cH:30][cH:31]1)(=[O:32])[c:33]1[cH:34][cH:35][cH:36][cH:37][cH:38]1.[C:40]([Cl:41])([Cl:42])([Cl:43])[Cl:44].[CH3:9][O:10][c:11]1[c:12]([CH3:20])[c:13]([N+:17](=[O:18])[O-:19])[cH:14][cH:15][cH:16]1.[OH2:39]>>[Br:1][CH2:20][c:12]1[c:11]([O:10][CH3:9])[cH:16][cH:15][cH:14][c:13]1[N+:17](=[O:18])[O-:19].